Dataset: the Open Reaction Database (ORD), a public repository of structured organic reaction records. Task: describe an organic reaction: reactants, conditions, products, and yield Starting materials: ClC(Cl)Cl, Cc1ccc2c(c1)Sc1ccc(F)cc1C(Cl)C2, O=C1OCCN1CCN1CCNCC1. Yields the product Cc1ccc2c(c1)Sc1ccc(F)cc1C(N1CCN(CCN3CCOC3=O)CC1)C2. Reaction SMILES: [CH:33]([Cl:34])([Cl:35])[Cl:36].[Cl:1][CH:2]1[CH2:3][c:4]2[c:5]([cH:14][c:15]([CH3:18])[cH:16][cH:17]2)[S:6][c:7]2[c:8]1[cH:9][c:10]([F:13])[cH:11][cH:12]2.[N:19]1([CH2:25][CH2:26][N:27]2[C:28](=[O:32])[O:29][CH2:30][CH2:31]2)[CH2:20][CH2:21][NH:22][CH2:23][CH2:24]1>>[CH:2]1([N:22]2[CH2:21][CH2:20][N:19]([CH2:25][CH2:26][N:27]3[C:28](=[O:32])[O:29][CH2:30][CH2:31]3)[CH2:24][CH2:23]2)[CH2:3][c:4]2[c:5]([cH:14][c:15]([CH3:18])[cH:16][cH:17]2)[S:6][c:7]2[c:8]1[cH:9][c:10]([F:13])[cH:11][cH:12]2.